From a dataset of the Open Reaction Database (ORD), a public repository of structured organic reaction records. describe an organic reaction: reactants, conditions, products, and yield The reactants are Cl.CNOC (N,O-dimethylhydroxylamine hydrochloride), C[Si](C=1C=C(C(=O)O)C=CC1)(C)C (3-trimethylsilylbenzoic acid), CN1CCOCC1 (N-methylmorpholine), C(C(C)C)OC(=O)Cl (isobutylchloroformate), Cl (HCl). Run in C(Cl)Cl (methylene chloride). Conditions: time 25 minute. The product is CON(C(C1=CC(=CC=C1)[Si](C)(C)C)=O)C (N-Methoxy-N-methyl-3-trimethylsilylbenzamide). As a reaction SMILES: [CH3:1][Si:2]([CH3:13])([CH3:12])[C:3]1[CH:4]=[C:5]([CH:9]=[CH:10][CH:11]=1)[C:6](O)=[O:7].CN1CCOCC1.C(OC(Cl)=O)C(C)C.Cl.[CH3:30][NH:31][O:32][CH3:33].Cl>C(Cl)Cl>[CH3:33][O:32][N:31]([CH3:30])[C:6](=[O:7])[C:5]1[CH:9]=[CH:10][CH:11]=[C:3]([Si:2]([CH3:13])([CH3:12])[CH3:1])[CH:4]=1 |f:3.4|. Procedure details: A solution of 3-trimethylsilylbenzoic acid in methylene chloride (12 ml) was cooled to -22° C. and N-methylmorpholine (2.0 ml) was added. To the mixture isobutylchloroformate (0.88 ml) was added. The mixture was stirred for 25 min. followed by the addition of N,O-dimethylhydroxylamine hydrochloride (0.9 g). The mixture was stirred at -22° C. for 1 hr., allowed to warm to room temperature and stirred for 1.5 hr. The reaction mixture was poured into dil HCl and the aqueous phase was extracted with... Starting materials: ClC1=NC(=C(C(=N1)Cl)COC1=C(C=CC(=C1)C(C)C)C)C (2,4-dichloro-5-(5-isopropyl-2-methyl-phenoxymethyl)-6-methyl-pyrimidine), C(C)(C)(C)OC(=O)N1CCNCC1 (piperazine-1-carboxylic acid tert-butyl ester), C([O-])([O-])=O.[K+].[K+] (potassium carbonate). Solvent: CC(=O)N(C)C (DMA). Conditions: time 16 hour. Yields the product C(C)(C)(C)OC(=O)N1CCN(CC1)C1=NC(=NC(=C1COC1=C(C=CC(=C1)C(C)C)C)C)Cl (4-[2-chloro-5-(5-isopropyl-2-methyl-phenoxymethyl)-6-methyl-pyrimidin-4-yl]-piperazine-1-carboxylic acid tert-butyl ester). Reaction SMILES: [Cl:1][C:2]1[N:7]=[C:6](Cl)[C:5]([CH2:9][O:10][C:11]2[CH:16]=[C:15]([CH:17]([CH3:19])[CH3:18])[CH:14]=[CH:13][C:12]=2[CH3:20])=[C:4]([CH3:21])[N:3]=1.[C:22]([O:26][C:27]([N:29]1[CH2:34][CH2:33][NH:32][CH2:31][CH2:30]1)=[O:28])([CH3:25])([CH3:24])[CH3:23].C(=O)([O-])[O-].[K+].[K+]>CC(N(C)C)=O>[C:22]([O:26][C:27]([N:29]1[CH2:34][CH2:33][N:32]([C:6]2[C:5]([CH2:9][O:10][C:11]3[CH:16]=[C:15]([CH:17]([CH3:19])[CH3:18])[CH:14]=[CH:13][C:12]=3[CH3:20])=[C:4]([CH3:21])[N:3]=[C:2]([Cl:1])[N:7]=2)[CH2:31][CH2:30]1)=[O:28])([CH3:25])([CH3:23])[CH3:24] |f:2.3.4|. Procedure details: To a solution of 2,4-dichloro-5-(5-isopropyl-2-methyl-phenoxymethyl)-6-methyl-pyrimidine (978 mg, 3.01 mmol) in DMA (4 mL) is added piperazine-1-carboxylic acid tert-butyl ester (560 mg, 3.01 mmol) and potassium carbonate (832 mg, 6.02 mmol). The resulting colorless suspension is stirred at room temperature under nitrogen for 16 h. The reaction mixture is partitioned between EtOAc (60 mL) and water (20 mL), the organic layer is separated, washed with water (20 mL×2), brine (20 mL), dried over so... The yield is 92.0%. As a reaction SMILES: [OH-].[Na+].[CH2:3]([C:13]1[N:14]=[N:15][N:16]([CH:18]([C:24]2[CH:29]=[CH:28][CH:27]=[CH:26][CH:25]=2)[C:19]([O:21]CC)=[O:20])[N:17]=1)[CH2:4][CH2:5][CH2:6][CH2:7][CH2:8][CH2:9][CH2:10][CH2:11][CH3:12]>C(O)C>[CH2:3]([C:13]1[N:14]=[N:15][N:16]([CH:18]([C:24]2[CH:25]=[CH:26][CH:27]=[CH:28][CH:29]=2)[C:19]([OH:21])=[O:20])[N:17]=1)[CH2:4][CH2:5][CH2:6][CH2:7][CH2:8][CH2:9][CH2:10][CH2:11][CH3:12] |f:0.1|. The product is C(CCCCCCCCC)C=1N=NN(N1)C(C(=O)O)C1=CC=CC=C1 ((±)-5-decyl-α-phenyl-2H-tetrazole-2-acetic acid). Run in C(C)O (ethanol). Conditions: time 1 hour. Procedure details: Solid NaOH (0.33 g, 0.0084 mol) was added to a solution of ethyl (±)-5-decyl-α-phenyl-2H-tetrazole-2-acetate in 50 mL ethanol (90%). The resulting solution was stirred for 1 hour and concentrated in vacuo. The residue was partitioned between diethyl ether and water and the aqueous layer was acidified with 1N HCl. The acidified aqueous layer was extracted with diethyl ether and this ether layer was dried over MgSO4, filtered, and evaporated to give the title compound (1.78 g, 92%), mp 62°-64° C. Starting materials: [OH-].[Na+] (NaOH), C(CCCCCCCCC)C=1N=NN(N1)C(C(=O)OCC)C1=CC=CC=C1 (ethyl (±)-5-decyl-α-phenyl-2H-tetrazole-2-acetate). The reactants are CC(=O)CC(C)C, [Na+], [Na+], O=C([O-])[O-], OC1(c2ccccc2)CCNCC1, Cc1ccc(S(=O)(=O)OCCC2COc3ccccc3O2)cc1. Product: OC1(c2ccccc2)CCN(CCC2COc3ccccc3O2)CC1. RXN SMILES: [CH3:43][CH:44]([CH3:45])[CH2:46][C:47](=[O:48])[CH3:49].[Na+:37].[Na+:38].[O-:39][C:40](=[O:41])[O-:42].[OH:24][C:25]1([c:31]2[cH:32][cH:33][cH:34][cH:35][cH:36]2)[CH2:26][CH2:27][NH:28][CH2:29][CH2:30]1.[S:1]([O:2][CH2:12][CH2:13][CH:14]1[CH2:15][O:16][c:17]2[c:18]([cH:20][cH:21][cH:22][cH:23]2)[O:19]1)([c:3]1[cH:4][cH:5][c:6]([CH3:7])[cH:8][cH:9]1)(=[O:10])=[O:11]>>[CH2:12]([CH2:13][CH:14]1[CH2:15][O:16][c:17]2[c:18]([cH:20][cH:21][cH:22][cH:23]2)[O:19]1)[N:28]1[CH2:27][CH2:26][C:25]([OH:24])([c:31]2[cH:32][cH:33][cH:34][cH:35][cH:36]2)[CH2:30][CH2:29]1. The reactants are ClC1=CC=C(C=C1)N1N=C2C=C(C(=CC2=C1N)F)F (2-(4-chloro-phenyl)-5,6-difluoro-2H-indazol-3-ylamine), C1(CCCCC1)=O (cyclohexanone), C(C)(=O)O[BH-](OC(C)=O)OC(C)=O.[Na+] (sodium triacetoxyborohydride), C(C)(=O)O (acetic acid). The solvent is C(Cl)Cl (CH2Cl2). Yields the product ClC1=CC=C(C=C1)N1N=C2C=C(C(=CC2=C1NC1CCCCC1)F)F ([2-(4-Chloro-phenyl)-5,6-difluoro-2H-indazol-3-yl]-cyclohexyl-amine). As a reaction SMILES: [Cl:1][C:2]1[CH:7]=[CH:6][C:5]([N:8]2[C:16]([NH2:17])=[C:15]3[C:10]([CH:11]=[C:12]([F:19])[C:13]([F:18])=[CH:14]3)=[N:9]2)=[CH:4][CH:3]=1.[C:20]1(=O)[CH2:25][CH2:24][CH2:23][CH2:22][CH2:21]1.C(O[BH-](OC(=O)C)OC(=O)C)(=O)C.[Na+].C(O)(=O)C>C(Cl)Cl>[Cl:1][C:2]1[CH:3]=[CH:4][C:5]([N:8]2[C:16]([NH:17][CH:20]3[CH2:25][CH2:24][CH2:23][CH2:22][CH2:21]3)=[C:15]3[C:10]([CH:11]=[C:12]([F:19])[C:13]([F:18])=[CH:14]3)=[N:9]2)=[CH:6][CH:7]=1 |f:2.3|. Procedure details: In analogy to the procedure described in example 1.1, a mixture of 2-(4-chloro-phenyl)-5,6-difluoro-2H-indazol-3-ylamine and cyclohexanone ([108-94-1]) was reacted with sodium triacetoxyborohydride in the presence of acetic acid in CH2Cl2 under reflux conditions for 96 h to give the title compound as light brown solid. MS: m/e=362.5 [M+H+]. The reactants are CC(=O)O, CO, NCc1ccc(F)cc1, CC(C)(C)OC(=O)N1CCC(=O)CC1, O. The product is CC(C)(C)OC(=O)N1CCC(NCc2ccc(F)cc2)CC1. Reaction SMILES: [CH3:24][C:25](=[O:26])[OH:27].[CH3:29][OH:30].[F:15][c:16]1[cH:17][cH:18][c:19]([CH2:20][NH2:21])[cH:22][cH:23]1.[O:1]=[C:2]1[CH2:3][CH2:4][N:5]([C:8](=[O:9])[O:10][C:11]([CH3:12])([CH3:13])[CH3:14])[CH2:6][CH2:7]1.[OH2:28]>>[CH:2]1([NH:21][CH2:20][c:19]2[cH:18][cH:17][c:16]([F:15])[cH:23][cH:22]2)[CH2:3][CH2:4][N:5]([C:8](=[O:9])[O:10][C:11]([CH3:12])([CH3:13])[CH3:14])[CH2:6][CH2:7]1. Starting materials: N(C(=N)N)C=1SC=C(N1)C1=CC(=CC=C1)N (2-guanidino-4-(3-amino-phenyl)-thiazole), C(C)OC(N(C)C)OCC (N,N-dimethylformamide diethylacetal). Procedure details: A solution of 2.5 gm of 2-guanidino-4-(3-amino-phenyl)-thiazole in 7.5 gm of N,N-dimethylformamide diethylacetal was stirred at room temperature for 2 days. Addition of diethyl precipitated a solid which was filtered off and dried, yielding 2.4 gm of the title compound. Product: CN(C=NC1=CC(=CC=C1)C=1N=C(SC1)NC(=N)N)C (N,N-Dimethyl-N'-[3-(2-guanidino-4-thiazolyl)-phenyl]-formamidine). The yield is 77.7%. As a reaction SMILES: [NH:1]([C:5]1[S:6][CH:7]=[C:8]([C:10]2[CH:15]=[CH:14][CH:13]=[C:12]([NH2:16])[CH:11]=2)[N:9]=1)[C:2]([NH2:4])=[NH:3].C(O[CH:20](OCC)[N:21]([CH3:23])[CH3:22])C>>[CH3:20][N:21]([CH3:23])[CH:22]=[N:16][C:12]1[CH:13]=[CH:14][CH:15]=[C:10]([C:8]2[N:9]=[C:5]([NH:1][C:2]([NH2:4])=[NH:3])[S:6][CH:7]=2)[CH:11]=1. Reactants: COc1ccc2ccccc2c1, CC(OS(=O)(=O)c1ccccc1)C(=O)Cl. The product is COc1ccc2cc(C(=O)C(C)OS(=O)(=O)c3ccccc3)ccc2c1. As a reaction SMILES: [CH3:1][O:2][c:3]1[cH:4][c:5]2[cH:6][cH:7][cH:8][cH:9][c:10]2[cH:11][cH:12]1.[c:13]1([S:19](=[O:20])(=[O:21])[O:22][CH:23]([C:24](=[O:25])[Cl:26])[CH3:27])[cH:14][cH:15][cH:16][cH:17][cH:18]1>>[CH3:1][O:2][c:3]1[cH:4][c:5]2[cH:6][cH:7][c:8]([C:24]([CH:23]([O:22][S:19]([c:13]3[cH:14][cH:15][cH:16][cH:17][cH:18]3)(=[O:20])=[O:21])[CH3:27])=[O:25])[cH:9][c:10]2[cH:11][cH:12]1.